Dataset: the Open Reaction Database (ORD), a public repository of structured organic reaction records. Task: describe an organic reaction: reactants, conditions, products, and yield Starting materials: CCOC(C)=O, [H][H], CCC1(C)OC1CCC(C)=CCOc1ccc2c(c1)OCCC2, O=[Pt]. The product is CCC1(C)OC1CCC(C)CCOc1ccc2c(c1)OCCC2. Reaction SMILES: [CH3:28][CH2:29][O:30][C:31](=[O:32])[CH3:33].[H:24][H:25].[O:1]1[CH:2]([CH2:3][CH2:4][C:5](=[CH:6][CH2:7][O:8][c:9]2[cH:10][cH:11][c:12]3[c:17]([cH:18]2)[O:16][CH2:15][CH2:14][CH2:13]3)[CH3:19])[C:20]1([CH2:21][CH3:22])[CH3:23].[Pt:26]=[O:27]>>[O:1]1[CH:2]([CH2:3][CH2:4][CH:5]([CH2:6][CH2:7][O:8][c:9]2[cH:10][cH:11][c:12]3[c:17]([cH:18]2)[O:16][CH2:15][CH2:14][CH2:13]3)[CH3:19])[C:20]1([CH2:21][CH3:22])[CH3:23]. The reactants are [Br-], C=CCBr, CCCC[N+](CCCC)(CCCC)CCCC, ClCCl, Oc1ccc(F)cc1, [Na+], [OH-]. The product is C=CCOc1ccc(F)cc1. RXN SMILES: [Br-:18].[Br:11][CH2:12][CH:13]=[CH2:14].[CH2:19]([N+:20]([CH2:21][CH2:22][CH2:23][CH3:24])([CH2:25][CH2:26][CH2:27][CH3:28])[CH2:29][CH2:30][CH2:31][CH3:32])[CH2:33][CH2:34][CH3:35].[Cl:15][CH2:16][Cl:17].[F:1][c:2]1[cH:3][cH:4][c:5]([OH:8])[cH:6][cH:7]1.[Na+:10].[OH-:9]>>[F:1][c:2]1[cH:3][cH:4][c:5]([O:8][CH2:14][CH:13]=[CH2:12])[cH:6][cH:7]1. Reactants: NC1=CC=C2C=CC=NC2=C1 (7-aminoquinoline), FC=1C=C(C=CC1)C1=NC=C(C(=O)O)C=C1 (6-(3-fluorophenyl)-nicotinic acid). Product: FC=1C=C(C=CC1)C1=NC=C(C(=O)NC2=CC=C3C=CC=NC3=C2)C=C1 (6-(3-Fluorophenyl)-N-quinolin-7-yl-nicotinamide). RXN SMILES: [NH2:1][C:2]1[CH:11]=[C:10]2[C:5]([CH:6]=[CH:7][CH:8]=[N:9]2)=[CH:4][CH:3]=1.[F:12][C:13]1[CH:14]=[C:15]([C:19]2[CH:27]=[CH:26][C:22]([C:23](O)=[O:24])=[CH:21][N:20]=2)[CH:16]=[CH:17][CH:18]=1>>[F:12][C:13]1[CH:14]=[C:15]([C:19]2[CH:27]=[CH:26][C:22]([C:23]([NH:1][C:2]3[CH:11]=[C:10]4[C:5]([CH:6]=[CH:7][CH:8]=[N:9]4)=[CH:4][CH:3]=3)=[O:24])=[CH:21][N:20]=2)[CH:16]=[CH:17][CH:18]=1. Reported procedure: Using the procedure outlined in Example 104, the title compound was prepared from 7-aminoquinoline (D55) (28 mg, 0.19 mmol) and 6-(3-fluorophenyl)-nicotinic acid (D73) (50 mg, 0.23 mmol) as a yellow solid. MS(ES): MH+ 344, M-H+ 342 Reactants: C(C)(=O)OC(C)=O (Acetic anhydride), ClC1=CC2=C(N(C=N2)[C@H]2[C@@H]([C@H](O)[C@H](O2)C)F)C=C1Cl (5,6-Dichloro-1-(2,5-dideoxy-2-fluoro-beta-D-ribofuranosyl)-1H-benzimidazole), CO (Methanol). The solvent is N1=CC=CC=C1 (pyridine). Run at temperature 0 celsius, time 8 hour. Product: ClC1=CC2=C(N(C=N2)[C@H]2[C@@H]([C@](O)([C@H](O2)C)C(C)=O)F)C=C1Cl (5,6-Dichloro-1-(3-acetyl-2,5-dideoxy-2-fluoro-beta-D-ribofuranosyl)-1H-benzimidazole). As a reaction SMILES: [Cl:1][C:2]1[C:18]([Cl:19])=[CH:17][C:5]2[N:6]([C@@H:9]3[O:14][C@H:13]([CH3:15])[C@@H:11]([OH:12])[C@H:10]3[F:16])[CH:7]=[N:8][C:4]=2[CH:3]=1.[C:20](OC(=O)C)(=[O:22])[CH3:21].CO>N1C=CC=CC=1>[Cl:1][C:2]1[C:18]([Cl:19])=[CH:17][C:5]2[N:6]([C@@H:9]3[O:14][C@H:13]([CH3:15])[C@@:11]([C:20](=[O:22])[CH3:21])([OH:12])[C@H:10]3[F:16])[CH:7]=[N:8][C:4]=2[CH:3]=1. Reported procedure: 5,6-Dichloro-1-(2,5-dideoxy-2-fluoro-beta-D-ribofuranosyl)-1H-benzimidazole (0.45 g, 1.5 mmoles) was dissolved in pyridine (Aldrich, Sure Seal, 20 mL) and boiled to remove water. The solution was chilled to 0° C. in an ice bath. Acetic anhydride (Aldrich, 260 μL, 2.9 mmoles, 2 eq.) was added and the reaction was allowed to warm to room temperature while stirring overnight. Methanol (3 mL) was added and the solvents removed in vacuo. Residual pyridine was removed by coevaporation with toluene (3×... The reactants are OC1(c2cccc(Br)n2)CCC1, [Li]CCCC, CCCC[Sn](Cl)(CCCC)CCCC, CCCCCC, [Cl-], [NH4+], C1CCOC1. Product: CCCC[Sn](CCCC)(CCCC)c1cccc(C2(O)CCC2)n1. RXN SMILES: [Br:1][c:2]1[cH:3][cH:4][cH:5][c:6]([C:8]2([OH:12])[CH2:9][CH2:10][CH2:11]2)[n:7]1.[CH2:19]([Li:20])[CH2:21][CH2:22][CH3:23].[CH2:24]([CH2:25][CH2:26][CH3:27])[Sn:28]([CH2:29][CH2:30][CH2:31][CH3:32])([CH2:33][CH2:34][CH2:35][CH3:36])[Cl:37].[CH3:13][CH2:14][CH2:15][CH2:16][CH2:17][CH3:18].[Cl-:38].[NH4+:39].[O:40]1[CH2:41][CH2:42][CH2:43][CH2:44]1>>[c:2]1([Sn:28]([CH2:24][CH2:25][CH2:26][CH3:27])([CH2:29][CH2:30][CH2:31][CH3:32])[CH2:33][CH2:34][CH2:35][CH3:36])[cH:3][cH:4][cH:5][c:6]([C:8]2([OH:12])[CH2:9][CH2:10][CH2:11]2)[n:7]1. RXN SMILES: [C:1]([NH:4][CH2:5][C:6]1[CH:11]=[CH:10][CH:9]=[C:8]([C:12](=O)[CH2:13]Br)[N:7]=1)(=[O:3])[CH3:2].[NH2:16][C:17](=[N:19][C:20]([NH2:22])=[S:21])[NH2:18]>C(O)C>[C:1]([NH:4][CH2:5][C:6]1[N:7]=[C:8]([C:12]2[N:22]=[C:20]([N:19]=[C:17]([NH2:18])[NH2:16])[S:21][CH:13]=2)[CH:9]=[CH:10][CH:11]=1)(=[O:3])[CH3:2]. Product: C(C)(=O)NCC1=CC=CC(=N1)C=1N=C(SC1)N=C(N)N (4-(6-acetylaminomethylpyridin-2-yl)-2-(diaminomethyleneamino)thiazole). Starting materials: C(C)(=O)NCC1=NC(=CC=C1)C(CBr)=O (2-(acetylaminomethyl)-6-bromoacetylpyridine), NC(N)=NC(=S)N (diaminomethylenethiourea). Isolated yield 49.8%. Procedure details: A mixture of 2-(acetylaminomethyl)-6-bromoacetylpyridine (50.0 g) and diaminomethylenethiourea (15.3 g) in ethanol (400 ml) was stirred at 40° to 50° C. for 2 hours. The solvent was removed by concentration in vacuo. To the residue was added a mixture of water, ethyl acetate and tetrahydrofuran, and the mixture was adjusted to pH 9.5 with 20% aqueous potassium carbonate. The separated organic layer was washed with brine and dried over magnesium sulfate. Evaporation of the solvent gave a residue,... Run at time 2 hour. Run in C(C)O (ethanol). The reactants are COC(=O)CC(NC(=O)OC(C)(C)C)C(=O)N1CCC(F)C1, C=CCBr, C1CCOC1, C[Si](C)(C)[N-][Si](C)(C)C, [K+]. Yields the product C=CCC(C(=O)OC)C(NC(=O)OC(C)(C)C)C(=O)N1CCC(F)C1. As a reaction SMILES: [C:1]([CH3:2])([CH3:3])([CH3:4])[O:5][C:6](=[O:7])[NH:8][CH:9]([CH2:10][C:11](=[O:12])[O:13][CH3:14])[C:15](=[O:16])[N:17]1[CH2:18][CH:19]([F:22])[CH2:20][CH2:21]1.[CH2:33]([CH:34]=[CH2:35])[Br:36].[CH2:37]1[O:38][CH2:39][CH2:40][CH2:41]1.[CH3:23][Si:24]([CH3:25])([CH3:26])[N-:27][Si:28]([CH3:29])([CH3:30])[CH3:31].[K+:32]>>[C:1]([CH3:2])([CH3:3])([CH3:4])[O:5][C:6](=[O:7])[NH:8][CH:9]([CH:10]([C:11](=[O:12])[O:13][CH3:14])[CH2:35][CH:34]=[CH2:33])[C:15](=[O:16])[N:17]1[CH2:18][CH:19]([F:22])[CH2:20][CH2:21]1. Starting materials: COC1=CC2=C(CC(N(CC2)CCCCl)=O)C=C1OC (1-(7,8-dimethoxy-1,3,4,5-tetrahydro-2H-3-benzazepin-2-on-3-yl)-3-chloro-propane), CNCCC1=C(C=CC=C1Cl)Cl (N-methyl-N-[2-(2,6-dichloro-phenyl)-ethyl]-amine). The product is Cl.Cl.COC1=CC2=C(CC(N(CC2)CCCN(CCC2=C(C=CC=C2Cl)Cl)C)=O)C=C1OC (1-[7,8-Dimethoxy-1,3,4,5-tetrahydro-2H-3-benzazepin-2-on-3-yl]-3-[N-methyl-N-(2-{2,6-dichloro-phenyl}-ethyl)-amino]-propane dihydrochloride). Reaction SMILES: [CH3:1][O:2][C:3]1[C:18]([O:19][CH3:20])=[CH:17][C:6]2[CH2:7][C:8](=[O:16])[N:9]([CH2:12][CH2:13][CH2:14][Cl:15])[CH2:10][CH2:11][C:5]=2[CH:4]=1.[CH3:21][NH:22][CH2:23][CH2:24][C:25]1[C:30]([Cl:31])=[CH:29][CH:28]=[CH:27][C:26]=1[Cl:32]>>[ClH:15].[ClH:31].[CH3:1][O:2][C:3]1[C:18]([O:19][CH3:20])=[CH:17][C:6]2[CH2:7][C:8](=[O:16])[N:9]([CH2:12][CH2:13][CH2:14][N:22]([CH3:21])[CH2:23][CH2:24][C:25]3[C:26]([Cl:32])=[CH:27][CH:28]=[CH:29][C:30]=3[Cl:31])[CH2:10][CH2:11][C:5]=2[CH:4]=1 |f:2.3.4|. Reported procedure: This compound was prepared analogous to Example 5(b) by reacting 1-(7,8-dimethoxy-1,3,4,5-tetrahydro-2H-3-benzazepin-2-on-3-yl)-3-chloro-propane with N-methyl-N-[2-(2,6-dichloro-phenyl)-ethyl]-amine. The reactants are NC1=C(C(=O)OC)C=C(C=C1)Cl (methyl 2-amino-5-chlorobenzoate), IC (iodomethane), C([O-])([O-])=O.[K+].[K+] (potassium carbonate). Solvent: C(C)#N (acetonitrile). Run at time 48 hour. Yields the product COC(C1=C(C=CC(=C1)Cl)NC)=O (5-chloro-2-methylaminobenzoic acid methyl ester). The yield is 12.7%. As a reaction SMILES: [NH2:1][C:2]1[CH:11]=[CH:10][C:9]([Cl:12])=[CH:8][C:3]=1[C:4]([O:6][CH3:7])=[O:5].IC.[C:15](=O)([O-])[O-].[K+].[K+]>C(#N)C>[CH3:7][O:6][C:4](=[O:5])[C:3]1[CH:8]=[C:9]([Cl:12])[CH:10]=[CH:11][C:2]=1[NH:1][CH3:15] |f:2.3.4|. Reported procedure: A mixture of methyl 2-amino-5-chlorobenzoate (1.0 g, 5.4 mmol), iodomethane (0.75 ml, 12.0 mmol), potassium carbonate (1.7 g, 12.4 mmol), and acetonitrile (20 ml) was stirred for 48 hours. The mixture was filtered through a pad of celite under suction and the filtrate was concentrated under reduced pressure. The residue was purified by flash chromatography on silica eluting with ethyl acetate-hexane (1:19) to provide 5-chloro-2-methylaminobenzoic acid methyl ester (137 mg, 13% yield) followed by... The reactants are Cl (HCl), CC(=CCCC1=CCC(CC1)CC(=O)Cl)C ((4-(4-Methyl-3-pentenyl)-3-cyclohexenyl)acetyl chloride), ferric chloride, C1(=CC=CC=C1)OC (anisole). The solvent is ClCCl (dichloromethane), ClCCl (dichloromethane). Conditions: time 8 hour. Yields the product CC(=CCCC1=CCC(CC1)CC(=O)C1=CC=C(C=C1)OC)C (4-Methoxyphenyl (4-(4-methyl-3-pentenyl)-3-cyclohexenyl)methyl ketone). As a reaction SMILES: [CH3:1][C:2]([CH3:16])=[CH:3][CH2:4][CH2:5][C:6]1[CH2:11][CH2:10][CH:9]([CH2:12][C:13](Cl)=[O:14])[CH2:8][CH:7]=1.[C:17]1([O:23][CH3:24])[CH:22]=[CH:21][CH:20]=[CH:19][CH:18]=1.Cl>ClCCl>[CH3:1][C:2]([CH3:16])=[CH:3][CH2:4][CH2:5][C:6]1[CH2:11][CH2:10][CH:9]([CH2:12][C:13]([C:20]2[CH:21]=[CH:22][C:17]([O:23][CH3:24])=[CH:18][CH:19]=2)=[O:14])[CH2:8][CH:7]=1. Procedure details: A solution of acid chloride 2C (R=4-Methyl-3-pentenyl) (10 g) in anhydrous dichloromethane (100 mL) is added dropwise to a mixture of ferric chloride (7.8 g) and anisole 2D (4.5 g) in dichloromethane (175 mL), cooled in an ice/ethanol bath. The resulting mixture is gradually warmed to room temperature and stirred overnight. The mixture is poured into 25% HCl (150 mL) and stirred for 30 minutes. The aqueous layer is extracted with dichloromethane, and the combined organic layers are sequentially ...